From a dataset of the Open Reaction Database (ORD), a public repository of structured organic reaction records. describe an organic reaction: reactants, conditions, products, and yield Reactants: C(C1=CC=CC=C1)P(=O)(CC1=CC=CC=C1)N[C@@H](C)C(=O)N(CC(=O)N1[C@H](C(=O)O)CCC1)C1CC2=CC=CC=C2C1 (Dibenzylphosphoryl-L-alanyl-N-(2-indanyl)-glycyl-L-proline), N[C@@H](CCCNC(N)=N)C(=O)O (L-arginine). Run in C(C)O (ethanol), O (water). Product: N[C@@H](CCCNC(N)=N)C(=O)O.C(C1=CC=CC=C1)P(=O)(CC1=CC=CC=C1)N[C@@H](C)C(=O)N(CC(=O)N1[C@H](C(=O)O)CCC1)C1CC2=CC=CC=C2C1 (dibenzylphosphoryl-L-alanyl-N-(2-indanyl)glycyl-L-proline L-arginine salt). Isolated yield 84.1%. RXN SMILES: [CH2:1]([P:8]([NH:17][C@H:18]([C:20]([N:22]([CH:34]1[CH2:42][C:41]2[C:36](=[CH:37][CH:38]=[CH:39][CH:40]=2)[CH2:35]1)[CH2:23][C:24]([N:26]1[CH2:33][CH2:32][CH2:31][C@H:27]1[C:28]([OH:30])=[O:29])=[O:25])=[O:21])[CH3:19])([CH2:10][C:11]1[CH:16]=[CH:15][CH:14]=[CH:13][CH:12]=1)=[O:9])[C:2]1[CH:7]=[CH:6][CH:5]=[CH:4][CH:3]=1.[NH2:43][C@H:44]([C:52]([OH:54])=[O:53])[CH2:45][CH2:46][CH2:47][NH:48][C:49](=[NH:51])[NH2:50]>C(O)C.O>[NH2:43][C@H:44]([C:52]([OH:54])=[O:53])[CH2:45][CH2:46][CH2:47][NH:48][C:49](=[NH:50])[NH2:51].[CH2:1]([P:8]([NH:17][C@H:18]([C:20]([N:22]([CH:34]1[CH2:35][C:36]2[C:41](=[CH:40][CH:39]=[CH:38][CH:37]=2)[CH2:42]1)[CH2:23][C:24]([N:26]1[CH2:33][CH2:32][CH2:31][C@H:27]1[C:28]([OH:30])=[O:29])=[O:25])=[O:21])[CH3:19])([CH2:10][C:11]1[CH:12]=[CH:13][CH:14]=[CH:15][CH:16]=1)=[O:9])[C:2]1[CH:7]=[CH:6][CH:5]=[CH:4][CH:3]=1 |f:4.5|. Procedure details: Dibenzylphosphoryl-L-alanyl-N-(2-indanyl)-glycyl-L-proline (0.77 g, 1.2 m mole) was dissolved in ethanol (4 ml), and the aqueous solution produced by dissolving L-arginine (0.25 g, 1.2 m mole) in water (4 ml), was added thereto. The solvent was distilled off under reduced pressure, and then water was added thereto. This water solution was freeze-dried to obtain dibenzylphosphoryl-L-alanyl-N-(2-indanyl)glycyl-L-proline L-arginine salt (0.84 g, yield: 85.2%). This product gave a single spot having... Starting materials: [H-].[H-].[H-].[H-].[Li+].[Al+3] (LiAlH4), O (water), [OH-].[Na+] (NaOH), CC1(CC(CC(C1)=O)=O)C (1,1-dimethyl-3,5-diketocyclohexane), [H-].[H-].[H-].[H-].[Li+].[Al+3] (LiAlH4), O (water). The solvent is C(C)OCC (diethyl ether). Run at time 2 hour. Yields the product CC1(C=CC=CC1)C.CC1(C=CCC=C1)C (5,5-dimethyl-1,3-cyclohexadiene 3,3-dimethyl-1,4-cyclohexadiene). As a reaction SMILES: [CH3:1][C:2]1([CH3:10])[CH2:7][C:6](=O)[CH2:5][C:4](=O)[CH2:3]1.[H-].[H-].[H-].[H-].[Li+].[Al+3].O.[OH-].[Na+]>C(OCC)C>[CH3:1][C:2]1([CH3:10])[CH2:7][CH:6]=[CH:5][CH:4]=[CH:3]1.[CH3:1][C:2]1([CH3:10])[CH:7]=[CH:6][CH2:5][CH:4]=[CH:3]1 |f:1.2.3.4.5.6,8.9,11.12|. Procedure details: In a glass flask under nitrogen atmosphere, 50.0 g (0.357 mol) 1,1-dimethyl-3,5-diketocyclohexane was slurried in about 500 mL of diethyl ether. After cooling the slurry in an ice bath, 13 g (0.342 mol) of LiAlH4 was slowly added. The reaction mixture was allowed to warm to room temperature and was stirred for 2 hours, after which 14 g (0.369 mol) of additional LiAlH4 was added. The reaction mixture was refluxed for 2 hours, then stirred overnight. Workup occurred as follows: After the reaction ... The product is C(C1=CC=CC=C1)OC(=O)N(CC(=O)OC(C)(C)C)C1=NN2C(N(C(=C([C@H]2C2=CC=C(C=C2)C#N)C#N)C)C2=CC(=CC=C2)C(F)(F)F)=N1 (tert-Butyl N-[(benzyloxy)carbonyl]-N-{(7R)-6-cyano-7-(4-cyanophenyl)-5-methyl-4-[3-(trifluoromethyl)phenyl]-4,7-dihydro[1,2,4]triazolo[1,5-a]pyrimidin-2-yl}glycinate). Starting materials: C([O-])([O-])=O.[K+].[K+] (Potassium carbonate), BrCC(=O)OC(C)(C)C (tert-butyl bromoacetate), C(C1=CC=CC=C1)OC(NC1=NN2C(N(C(=C([C@H]2C2=CC=C(C=C2)C#N)C#N)C)C2=CC(=CC=C2)C(F)(F)F)=N1)=O (benzyl{(7R)-6-cyano-7-(4-cyanophenyl)-5-methyl-4-[3-(trifluoromethyl)phenyl]-4,7-dihydro[1,2,4]triazolo[1,5-a]pyrimidin-2-yl}carbamate). Procedure: Potassium carbonate (8.0 mg, 58 μmol, 1.6 eq.) and tert-butyl bromoacetate (11.2 mg, 58 μmol, 1.6 eq.) were added to a solution of benzyl{(7R)-6-cyano-7-(4-cyanophenyl)-5-methyl-4-[3-(trifluoromethyl)phenyl]-4,7-dihydro[1,2,4]triazolo[1,5-a]pyrimidin-2-yl}carbamate (20 mg, 36 μmol) in dry DMF (5 ml). The reaction mixture was stirred at RT for 12 h and then concentrated under reduced pressure, and the residue purified by preparative HPLC (Kromasil C18 column, 5 μm, 50×20 mm; mobile phase: acetoni... The solvent is CN(C)C=O (DMF). Reaction conditions: time 12 hour. RXN SMILES: C(=O)([O-])[O-].[K+].[K+].Br[CH2:8][C:9]([O:11][C:12]([CH3:15])([CH3:14])[CH3:13])=[O:10].[CH2:16]([O:23][C:24](=[O:56])[NH:25][C:26]1[N:55]=[C:29]2[N:30]([C:45]3[CH:50]=[CH:49][CH:48]=[C:47]([C:51]([F:54])([F:53])[F:52])[CH:46]=3)[C:31]([CH3:44])=[C:32]([C:42]#[N:43])[C@@H:33]([C:34]3[CH:39]=[CH:38][C:37]([C:40]#[N:41])=[CH:36][CH:35]=3)[N:28]2[N:27]=1)[C:17]1[CH:22]=[CH:21][CH:20]=[CH:19][CH:18]=1>CN(C=O)C>[CH2:16]([O:23][C:24]([N:25]([C:26]1[N:55]=[C:29]2[N:30]([C:45]3[CH:50]=[CH:49][CH:48]=[C:47]([C:51]([F:54])([F:52])[F:53])[CH:46]=3)[C:31]([CH3:44])=[C:32]([C:42]#[N:43])[C@@H:33]([C:34]3[CH:35]=[CH:36][C:37]([C:40]#[N:41])=[CH:38][CH:39]=3)[N:28]2[N:27]=1)[CH2:8][C:9]([O:11][C:12]([CH3:15])([CH3:14])[CH3:13])=[O:10])=[O:56])[C:17]1[CH:22]=[CH:21][CH:20]=[CH:19][CH:18]=1 |f:0.1.2|. Reactants: O=C1N([C@@H](CNC12CCCC2)C2=CC=CC=C2)CC(=O)OCC (Ethyl [(8R)-10-oxo-8-phenyl-6,9-diazaspiro[4.5]dec-9-yl]acetate), [Li+].[OH-] (LiOH), Cl (HCl). Run in C1CCOC1 (THF), O (H2O). Conditions: time 4 hour. The product is Cl.O=C1N([C@@H](CNC12CCCC2)C2=CC=CC=C2)CC(=O)O ([(8R)-10-Oxo-8-phenyl-6,9-diazaspiro[4.5]dec-9-yl]acetic acid hydrochloride). Reaction SMILES: [O:1]=[C:2]1[C:7]2([CH2:11][CH2:10][CH2:9][CH2:8]2)[NH:6][CH2:5][C@@H:4]([C:12]2[CH:17]=[CH:16][CH:15]=[CH:14][CH:13]=2)[N:3]1[CH2:18][C:19]([O:21]CC)=[O:20].[Li+].[OH-].[ClH:26]>C1COCC1.O>[ClH:26].[O:1]=[C:2]1[C:7]2([CH2:8][CH2:9][CH2:10][CH2:11]2)[NH:6][CH2:5][C@@H:4]([C:12]2[CH:17]=[CH:16][CH:15]=[CH:14][CH:13]=2)[N:3]1[CH2:18][C:19]([OH:21])=[O:20] |f:1.2,6.7|. Procedure details: To a solution of ethyl [(8R)-10-oxo-8-phenyl-6,9-diazaspiro[4.5]dec-9-yl]acetate from Step B (407 mg, 1.29 mmol) in THF (8 mL) and H2O (2 mL) was added 1 N aqueous LiOH (1.54 mL, 1.54 mmol) and the resulting mixture was stirred at ambient temperature for 4 h. The mixture was adjusted to pH 4 by addition of 1 N HCl and concentrated to dryness in vacuo to give the title compound. MS: m/z=289 (M+1). The product is C(C)OC(C(=C(CC1C(C(=CC1)C)(C)C)C)C)=O (2,3-Dimethyl-4-(2,2,3-trimethylcyclopent-3-enyl)but-2-enoic acid ethyl ester). The yield is 28.8%. The reactants are [H-].[Na+] (sodium hydride), CCOC(=O)C(C)P(=O)(OCC)OCC (triethyl 2-phosphonopropionate), CC1=CCC(C1(C)C)CC=O (campholenic aldehyde), ice, CC1(C(CC=C1C)CC(C)=O)C (1-(2,2,3-trimethylcyclopent-3-enyl)propan-2-one). Solvent: C1CCOC1 (THF). Reported procedure: 47.6 g (0.20 mol) of triethyl 2-phosphonopropionate was added dropwise under nitrogen to a cooled and stirred suspension of 4.8 g (0.20 mol) of sodium hydride in 300 ml of THF and stirring continued for 30 min. at room temperature. After addition of 30 g (0.18 mol) of 1-(2,2,3-trimethylcyclopent-3-enyl)propan-2-one, prepared from campholenic aldehyde as known per se, and 46 hours of more stirring, the reaction mixture was poured into 400 ml of ice-cold 1N hydrochloric acid and extracted with 2×3... Run at time 30 minute. RXN SMILES: [CH3:1][CH2:2][O:3][C:4]([CH:6](P(OCC)(OCC)=O)[CH3:7])=[O:5].[H-].[Na+].[CH3:18][C:19]1([CH3:29])[C:23]([CH3:24])=[CH:22][CH2:21][CH:20]1[CH2:25][C:26](=O)[CH3:27].CC1C(C)(C)C(CC=O)CC=1>C1COCC1>[CH2:2]([O:3][C:4](=[O:5])[C:6]([CH3:7])=[C:26]([CH3:27])[CH2:25][CH:20]1[CH2:21][CH:22]=[C:23]([CH3:24])[C:19]1([CH3:29])[CH3:18])[CH3:1] |f:1.2|. Starting materials: CC=CC(=O)O, C[Si](C)(C)Cl, c1ccncc1. The product is CC=CC(=O)O[Si](C)(C)C. Reaction SMILES: [C:7]([CH:8]=[CH:9][CH3:10])(=[O:11])[OH:12].[Cl:13][Si:14]([CH3:15])([CH3:16])[CH3:17].[cH:1]1[cH:2][cH:3][n:4][cH:5][cH:6]1>>[C:7]([CH:8]=[CH:9][CH3:10])([O:11][Si:14]([CH3:15])([CH3:16])[CH3:17])=[O:12]. The reactants are N#Cc1c[nH]c2ccc(CCCl)cc12, [N-]=[N+]=[N-], [Na+], CN(C)C=O. Product: N#Cc1c[nH]c2ccc(CCN=[N+]=[N-])cc12. Reaction SMILES: [C:1](#[N:2])[c:3]1[cH:4][nH:5][c:6]2[cH:7][cH:8][c:9]([CH2:12][CH2:13][Cl:14])[cH:10][c:11]12.[N-:16]=[N+:17]=[N-:18].[Na+:15].[O:19]=[CH:20][N:21]([CH3:22])[CH3:23]>>[C:1](#[N:2])[c:3]1[cH:4][nH:5][c:6]2[cH:7][cH:8][c:9]([CH2:12][CH2:13][N:16]=[N+:17]=[N-:18])[cH:10][c:11]12.